From a dataset of the Open Reaction Database (ORD), a public repository of structured organic reaction records. describe an organic reaction: reactants, conditions, products, and yield Starting materials: C12CCCC(CCC1)B2 (9-borabicyclo[3.3.1]nonane), ClC1=CC(=C(N=N1)OC1=C(C=CC=C1)C)OC (6-chloro-4-methoxy-3-(2-methylphenoxy)pyridazine), C(C#C)Br (propargyl bromide), [OH-].[Na+] (sodium hydroxide). The reagents and catalysts are [Pd].C1(=CC=CC=C1)P(C1=CC=CC=C1)C1=CC=CC=C1.C1(=CC=CC=C1)P(C1=CC=CC=C1)C1=CC=CC=C1.C1(=CC=CC=C1)P(C1=CC=CC=C1)C1=CC=CC=C1.C1(=CC=CC=C1)P(C1=CC=CC=C1)C1=CC=CC=C1 (tetrakis(triphenylphosphine)-palladium). Run in O1CCCC1 (tetrahydrofuran), O (water). Conditions: time 70 minute. Product: C1(CC1)C1=CC(=C(N=N1)OC1=C(C=CC=C1)C)OC (6-cyclopropyl-4-methoxy-3-(2-methylphenoxy)pyridazine). Isolated yield 70.7%. Reaction SMILES: [CH:1]12BC(C[CH2:7][CH2:8]1)CCC2.C(Br)C#C.[OH-].[Na+].Cl[C:17]1[N:22]=[N:21][C:20]([O:23][C:24]2[CH:29]=[CH:28][CH:27]=[CH:26][C:25]=2[CH3:30])=[C:19]([O:31][CH3:32])[CH:18]=1>[Pd].C1(P(C2C=CC=CC=2)C2C=CC=CC=2)C=CC=CC=1.C1(P(C2C=CC=CC=2)C2C=CC=CC=2)C=CC=CC=1.C1(P(C2C=CC=CC=2)C2C=CC=CC=2)C=CC=CC=1.C1(P(C2C=CC=CC=2)C2C=CC=CC=2)C=CC=CC=1.O.O1CCCC1>[CH:7]1([C:17]2[N:22]=[N:21][C:20]([O:23][C:24]3[CH:29]=[CH:28][CH:27]=[CH:26][C:25]=3[CH3:30])=[C:19]([O:31][CH3:32])[CH:18]=2)[CH2:8][CH2:1]1 |f:2.3,5.6.7.8.9|. Procedure: To a tetrahydrofuran solution (2.94 mL) containing of 9-borabicyclo[3.3.1]nonane (0.5 mol/l, 1.47 mmol) was added 87.5 mg (0.735 mmol) of propargyl bromide, and the resulting mixture was refluxed for 2 hours. The reaction mixture was cooled to room temperature, 0.74 mL (2.2 mmol) of 3 mol/L aqueous sodium hydroxide solution was added to the mixture, and the resulting mixture was stirred at room temperature for 70 minutes. To the mixture were successively added 168 mg (0.669 mmol) of 6-chloro-4-m... Reactants: FC1=C(C=CC(=C1)C(CCO)C)C1=CC=CC=C1 (3-(2-fluoro-4-biphenylyl)-1-butanol), C1(=CC=CC=C1)C (toluene), C(CCCCCCCC)(=O)O (pelargonic acid), C1(=CC=C(C=C1)S(=O)(=O)O)C (p-toluene-sulfonic acid). Solvent: O (water). Product: C(CCCCCCCC)(=O)OCCC(C)C1=CC(=C(C=C1)C1=CC=CC=C1)F (3-(2-Fluoro-4-biphenylyl)-1-butyl pelargonate). RXN SMILES: [F:1][C:2]1[CH:7]=[C:6]([CH:8]([CH3:12])[CH2:9][CH2:10][OH:11])[CH:5]=[CH:4][C:3]=1[C:13]1[CH:18]=[CH:17][CH:16]=[CH:15][CH:14]=1.[C:19](O)(=[O:28])[CH2:20][CH2:21][CH2:22][CH2:23][CH2:24][CH2:25][CH2:26][CH3:27].C1(C)C=CC(S(O)(=O)=O)=CC=1.C1(C)C=CC=CC=1>O>[C:19]([O:11][CH2:10][CH2:9][CH:8]([C:6]1[CH:5]=[CH:4][C:3]([C:13]2[CH:14]=[CH:15][CH:16]=[CH:17][CH:18]=2)=[C:2]([F:1])[CH:7]=1)[CH3:12])(=[O:28])[CH2:20][CH2:21][CH2:22][CH2:23][CH2:24][CH2:25][CH2:26][CH3:27]. Procedure details: A mixture consisting of 6.11 gm (0.025 mol) of 3-(2-fluoro-4-biphenylyl)-1-butanol, 4.27 gm (0.027 mol) of pelargonic acid, 0.25 gm of p-toluene-sulfonic acid and 50 ml of absolute toluene was refluxed in a vessel equipped with a water trap until no more water separated out. Thereafter, the reaction solution was diluted with ether, the organic solution was extracted with water, dilute ammonia and again with water, dried over sodium sulfate, and the solvent was distilled off. 6.45 gm (67% of theo... Reactants: C(C=C)(=O)OCC (ethyl acrylate), C(C=C)OCCOCCO (2-(2-allyloxy-ethoxy)-ethanol), hexanes, Na, C1CCC(CC1)N=C=NC2CCCCC2 (DCC), FC(CO)(F)F (2,2,2-trifluoroethanol). Reagents/catalysts: CN(C)C=1C=CN=CC1 (4-DMAP). The solvent is C1CCOC1 (THF), CO (MeOH), [OH-].[K+] (KOH), C(Cl)Cl (CH2Cl2), C1CCOC1 (THF). Run at time 2 hour. Product: C(C=C)OCCOCCOCCC(=O)OCC(F)(F)F (2,2,2-trifluoroethyl 3-(2-(2-allyloxy-ethoxy)-ethoxy)-propanoate). Isolated yield 58.6%. RXN SMILES: [CH2:1]([O:4][CH2:5][CH2:6][O:7][CH2:8][CH2:9][OH:10])[CH:2]=[CH2:3].[C:11](OCC)(=[O:14])[CH:12]=[CH2:13].C1CCC(N=C=NC2CCCCC2)CC1.[F:33][C:34]([F:38])([F:37])[CH2:35][OH:36]>C1COCC1.CO.[OH-].[K+].C(Cl)Cl.CN(C1C=CN=CC=1)C>[CH2:1]([O:4][CH2:5][CH2:6][O:7][CH2:8][CH2:9][O:10][CH2:13][CH2:12][C:11]([O:36][CH2:35][C:34]([F:38])([F:37])[F:33])=[O:14])[CH:2]=[CH2:3] |f:6.7|. Procedure: To a stirred solution of alcohol (9) (8.77 g, 60.0 mmol, 2.2 equiv.) in THF (100 mL) was added freshly hexanes-degreased Na (0.2 g, 8.7 mmol, 0.3 equiv.) in small portions at room temperature. The reaction was then stirred at room temperature for 1 h (until the Na chunks disappeared). A solution of ethyl acrylate (2.97 mL, 27.3 mmol, 1.0 equiv.) in THF (30 mL) was then added dropwise (30 min) through an addition funnel. After 2 h at room temperature, the reaction was quenched with 10 drops of gl... Reactants: CC=1C=C(C=CC1)NC(NC(CCC(=O)OC)C(=O)N(C1=CC=CC=C1)CC(=O)OC(C)(C)C)=O (methyl (RS)-4-[3-(3-methylphenyl)ureido]-N-(tert-butoxycarbonylmethyl)-N-phenylglutaramate), [OH-].[Na+] (sodium hydroxide). Yields the product CC=1C=C(C=CC1)NC(NC(CCC(=O)O)C(=O)N(C1=CC=CC=C1)CC(=O)OC(C)(C)C)=O ((RS)-4-[3-(3-methylphenyl) ureido]-N-(tertbutoxycarbonylmethyl)-N-phenylglutaramic acid). Isolated yield 31.8%. RXN SMILES: [CH3:1][C:2]1[CH:3]=[C:4]([NH:8][C:9](=[O:35])[NH:10][CH:11]([C:18]([N:20]([CH2:27][C:28]([O:30][C:31]([CH3:34])([CH3:33])[CH3:32])=[O:29])[C:21]2[CH:26]=[CH:25][CH:24]=[CH:23][CH:22]=2)=[O:19])[CH2:12][CH2:13][C:14]([O:16]C)=[O:15])[CH:5]=[CH:6][CH:7]=1.[OH-].[Na+]>>[CH3:1][C:2]1[CH:3]=[C:4]([NH:8][C:9](=[O:35])[NH:10][CH:11]([C:18]([N:20]([CH2:27][C:28]([O:30][C:31]([CH3:33])([CH3:32])[CH3:34])=[O:29])[C:21]2[CH:26]=[CH:25][CH:24]=[CH:23][CH:22]=2)=[O:19])[CH2:12][CH2:13][C:14]([OH:16])=[O:15])[CH:5]=[CH:6][CH:7]=1 |f:1.2|. Reported procedure: The procedure is as in Example 3, but starting with methyl (RS)-4-[3-(3-methylphenyl)ureido]-N-(tert-butoxycarbonylmethyl)-N-phenylglutaramate (4.7 g) and normal sodium hydroxide (9.7 cc). The product obtained is purified by chromatography on silica (0.063-0.200 mm) (60 g) contained in a column 2.4 cm in diameter [eluent: methylene chloride/methanol (99: 1 by volume) (1000 cc), then methylene chloride/methanol (97:3 by volume)], collecting 25-cc fractions. Fractions 42 to 105 are combined and co... Reactants: C(#N)CC1=CC=C(C=C1)NC(=O)C=1CCOC2=C(C1)C=C(C=C2)C2=CC=C(C=C2)C (N-(4-cyanomethylphenyl)-7-(4-methylphenyl)-2,3-dihydro-1-benzooxepine-4-carboxamide). Run in Cl.C(C)O.O1CCOCC1 (hydrogen chloride ethanol dioxane). Conditions: time 1 hour. Yields the product CC1=CC=C(C=C1)C=1C=CC2=C(C=C(CCO2)C(=O)N)C1 (7-(4-methylphenyl)-2,3-dihydro-1-benzooxepine-4-carboxamide). Yield: 103.8%. Reaction SMILES: C(CC1C=CC([NH:10][C:11]([C:13]2[CH2:14][CH2:15][O:16][C:17]3[CH:23]=[CH:22][C:21]([C:24]4[CH:29]=[CH:28][C:27]([CH3:30])=[CH:26][CH:25]=4)=[CH:20][C:18]=3[CH:19]=2)=[O:12])=CC=1)#N>Cl.C(O)C.O1CCOCC1>[CH3:30][C:27]1[CH:26]=[CH:25][C:24]([C:21]2[CH:22]=[CH:23][C:17]3[O:16][CH2:15][CH2:14][C:13]([C:11]([NH2:10])=[O:12])=[CH:19][C:18]=3[CH:20]=2)=[CH:29][CH:28]=1 |f:1.2.3|. Procedure: To N-(4-cyanomethylphenyl)-7-(4-methylphenyl)-2,3-dihydro-1-benzooxepine-4-carboxamide (789 mg) was added under ice cooling a solution of 24% hydrogen chloride/ethanol/dioxane (10 ml). The resulting mixture was stirred at room temperature for one hour and was then concentrated. To the residue suspended in ethanol (20 ml) was added ethylenediamine (0.4 ml) under ice cooling. The resulting mixture was stirred at room temperature for 15 hours, was then concentrated and was mixed with an aqueous sol... Reactants: OCC1=CC=C(C=C1)C1=C(C=CC=C1)NC(=O)N(C)C (4-Hydroxymethyl-2'-(dimethylaminocarbonyl)amino-1,1'-biphenyl), C[Si](C)(C)Br (trimethylsilylbromide). Run in C(Cl)Cl (methylene chloride), C(Cl)Cl (methylene chloride). Reaction conditions: time 18 hour. Yields the product BrCC1=CC=C(C=C1)C1=C(C=CC=C1)NC(=O)N(C)C (4-Bromomethyl-2'-(dimethylaminocarbonyl)amino-1,1'-biphenyl). As a reaction SMILES: O[CH2:2][C:3]1[CH:8]=[CH:7][C:6]([C:9]2[CH:14]=[CH:13][CH:12]=[CH:11][C:10]=2[NH:15][C:16]([N:18]([CH3:20])[CH3:19])=[O:17])=[CH:5][CH:4]=1.C[Si]([Br:25])(C)C>C(Cl)Cl>[Br:25][CH2:2][C:3]1[CH:8]=[CH:7][C:6]([C:9]2[CH:14]=[CH:13][CH:12]=[CH:11][C:10]=2[NH:15][C:16]([N:18]([CH3:20])[CH3:19])=[O:17])=[CH:5][CH:4]=1. Procedure: A solution of the intermediate obtained in Step B in 4 mL of methylene chloride was treated with 0.16 mL (1.21 mmol) of trimethylsilylbromide. The reaction mixture was stirred at room temperature for 18 hours. The reaction mixture was diluted with methylene chloride then washed with aqueous saturated sodium chloride (2×). The organic layer was dried over magnesium sulfate, filtered and evaporated under vacuum to yield 133 mg of crude product. 1H NMR (400 Hz, CDCl3): δ 2.78 (s, 6H), 4.5 (s, 2H), ... Starting materials: NC=1C(N(C(N(C1N)CCC)=O)CCC)=O (5,6-diamino-1,3-dipropyluracil), C(C)OC1=CC=C(C=CC(=O)O)C=C1 (4-ethoxycinnamic acid). Yields the product C(C)OC1=CC=C(/C=C/C2=NC=3N(C(N(C(C3N2)=O)CCC)=O)CCC)C=C1 ((E)-8-(4 -Ethoxystyryl)-1,3-dipropylxanthine). Isolated yield 70.2%. As a reaction SMILES: [NH2:1][C:2]1[C:3](=[O:16])[N:4]([CH2:13][CH2:14][CH3:15])[C:5](=[O:12])[N:6]([CH2:9][CH2:10][CH3:11])[C:7]=1[NH2:8].[CH2:17]([O:19][C:20]1[CH:30]=[CH:29][C:23]([CH:24]=[CH:25][C:26](O)=O)=[CH:22][CH:21]=1)[CH3:18]>>[CH2:17]([O:19][C:20]1[CH:30]=[CH:29][C:23](/[CH:24]=[CH:25]/[C:26]2[NH:1][C:2]3[C:3](=[O:16])[N:4]([CH2:13][CH2:14][CH3:15])[C:5](=[O:12])[N:6]([CH2:9][CH2:10][CH3:11])[C:7]=3[N:8]=2)=[CH:22][CH:21]=1)[CH3:18]. Reported procedure: Substantially the same procedure as in Reference Example 1 was repeated using 3.0 g (13.3 mmol) of 5,6-diamino-1,3-dipropyluracil and 2.80 g (14.6 mmol) of 4-ethoxycinnamic acid. Then, the resultant crude crystals were recrystallized from dioxane to give 3.57 g (yield 70%) of Compound 47 as pale yellow needles. Starting materials: CCNC, CCc1cc(C(=O)O)cc(N(C)C)n1. The product is CCc1cc(C(=O)O)cc(N(C)CC)n1. As a reaction SMILES: [CH2:15]([NH:16][CH3:17])[CH3:18].[CH3:1][N:2]([c:3]1[cH:4][c:5]([C:6](=[O:7])[OH:8])[cH:9][c:10]([CH2:12][CH3:13])[n:11]1)[CH3:14]>>[CH3:1][N:2]([c:3]1[cH:4][c:5]([C:6](=[O:7])[OH:8])[cH:9][c:10]([CH2:12][CH3:13])[n:11]1)[CH2:14][CH3:15].